Dataset: the Open Reaction Database (ORD), a public repository of structured organic reaction records. Task: describe an organic reaction: reactants, conditions, products, and yield Starting materials: Cl (HCl), monomer, C1(=C(C=CC=C1)S(=O)(=O)OCCCCCCCCCC=C)C (11-tolylsulfonyloxy-1-undecene), C1(O)=CC=C(O)C=C1 (hydroquinone), [OH-].[K+] (potassium hydroxide), [I-].[K+] (potassium iodide). Solvent: O (water), C(C)O (ethanol), CO (methanol). Yields the product C(CCCCCCCCC=C)OC1=CC=C(C=C1)O (4-(10-undecenoxy)phenol). As a reaction SMILES: [C:1]1([CH:8]=[CH:7][C:5]([OH:6])=[CH:4][CH:3]=1)[OH:2].[OH-].[K+].[I-].[K+].C1(C)C=CC=CC=1S(O[CH2:23][CH2:24][CH2:25][CH2:26][CH2:27][CH2:28][CH2:29][CH2:30][CH2:31][CH:32]=[CH2:33])(=O)=O.Cl>O.C(O)C.CO>[CH2:33]([O:2][C:1]1[CH:8]=[CH:7][C:5]([OH:6])=[CH:4][CH:3]=1)[CH2:32][CH2:31][CH2:30][CH2:29][CH2:28][CH2:27][CH2:26][CH2:25][CH:24]=[CH2:23] |f:1.2,3.4|. Reported procedure: FIG. 2 is a flow diagram showing the steps of synthesizing a representative monomer 1M according to the present invention. In a 50 ml of bi-neck bottle, 3.28 g of hydroquinone, 1.96 g of potassium hydroxide, 0.50 g of potassium iodide, 10.0 ml of methanol and 20.0 ml of ethanol are introduced and mixed. 3.00 g of 11-tolylsulfonyloxy-1-undecene is dropped slowly into the bottle and the resulting mixture is subsequently heated to the boiling point thereof. After the solvent is distillated off, 100... The reactants are ClC(C#N)(Cl)Cl (trichloroacetonitrile), COC(CN)OC (2,2-dimethoxyethanamine). The solvent is C1CCOC1 (THF). Conditions: time 4 hour. The product is ClC(C=1NC=CN1)(Cl)Cl (2-(trichloromethyl)-1H-imidazole). RXN SMILES: [Cl:1][C:2]([Cl:6])([Cl:5])[C:3]#[N:4].CO[CH:9](OC)[CH2:10][NH2:11]>C1COCC1>[Cl:1][C:2]([Cl:6])([Cl:5])[C:3]1[NH:11][CH:10]=[CH:9][N:4]=1. Procedure details: To a stirred solution of trichloroacetonitrile (28.8 g, 200 mmol, 1 eq) in anhydrous THF (70 mL) at −60° C. under an argon atmosphere, 2,2-dimethoxyethanamine (C-1) (21.8 mL, 200 mmol, 1.0 eq) is added dropwise over 5 min. The resulting mixture is allowed to warm to RT and stirred at RT for 4 h. The mixture is concentrated in vacuo and the residue is added in portions to a stirred solution of trifluoroacetic acid (100 mL) at −30° C. under argon. The resulting mixture is then stirred from −30° C.... Starting materials: [H-].[Na+] (NaH), CC1=C(C(=CC=C1)C)S (2,6-dimethylthiophenol), CC1=NN=C(O1)C=S=O (5-methyl-2-sulfinylmethyl-1,3,4-oxadiazole), O (water). Conditions: time 10 minute. As a reaction SMILES: [H-].[Na+].[CH3:3][C:4]1[CH:9]=[CH:8][CH:7]=[C:6]([CH3:10])[C:5]=1[SH:11].[CH3:12][C:13]1[O:17][C:16](C=S=O)=[N:15][N:14]=1.O>CN(C=O)C>[CH3:3][C:4]1[CH:9]=[CH:8][CH:7]=[C:6]([CH3:10])[C:5]=1[S:11][C:16]1[O:17][C:13]([CH3:12])=[N:14][N:15]=1 |f:0.1|. Yields the product CC1=C(C(=CC=C1)C)SC=1OC(=NN1)C (2-(2,6-dimethylphenyl)thio-5-methyl-1,3,4-oxadiazole). Solvent: CN(C)C=O (DMF), CN(C)C=O (DMF). The yield is 49.7%. Reported procedure: To an NaH slurry (0.15 g, 0.0037 mol, 60% in oil) in dry DMF (5 ml) under a N2 atmosphere was added 2,6-dimethylthiophenol (0.50 ml, 0.00374 mol). The mixture was stirred for 10 min at rt and cooled to 0° C. To the cooled solution was added dropwise via syringe a solution of 5-methyl-2-sulfinylmethyl-1,3,4-oxadiazole (77) (0.5 g, 0.0034 mol) in dry DMF (1.5 ml). The mixture was stirred for 1 h, water was added (15 ml) and the aqueous layer extracted with Et2O (4×20 ml). The combined extracts wer... Reactants: CN1C(=O)CCC2(C)C1=CCC1C2CCC2(C)C(C(=O)O)CCC12, NC(c1ccccc1)c1ccccc1. Yields the product CN1C(=O)CCC2(C)C1=CCC1C2CCC2(C)C(C(=O)NC(c3ccccc3)c3ccccc3)CCC12. As a reaction SMILES: [CH3:1][N:2]1[C:3]2=[CH:4][CH2:5][CH:6]3[CH:7]4[CH2:8][CH2:9][CH:10]([C:22](=[O:23])[OH:24])[C:11]4([CH3:12])[CH2:13][CH2:14][CH:15]3[C:16]2([CH3:21])[CH2:17][CH2:18][C:19]1=[O:20].[c:25]1([CH:31]([c:32]2[cH:33][cH:34][cH:35][cH:36][cH:37]2)[NH2:38])[cH:26][cH:27][cH:28][cH:29][cH:30]1>>[CH3:1][N:2]1[C:3]2=[CH:4][CH2:5][CH:6]3[CH:7]4[CH2:8][CH2:9][CH:10]([C:22](=[O:23])[NH:38][CH:31]([c:25]5[cH:26][cH:27][cH:28][cH:29][cH:30]5)[c:32]5[cH:33][cH:34][cH:35][cH:36][cH:37]5)[C:11]4([CH3:12])[CH2:13][CH2:14][CH:15]3[C:16]2([CH3:21])[CH2:17][CH2:18][C:19]1=[O:20].